From a dataset of the Open Reaction Database (ORD), a public repository of structured organic reaction records. describe an organic reaction: reactants, conditions, products, and yield Reactants: C(CC(O)(C(=O)O)CC(=O)O)(=O)O (Citric acid), COC(=O)[C@H](CC=1C=CC=CC1)NC(=O)[C@H](CC(=O)O)N (Aspartame), CN(C)CCC[C@@]1(C=2C=CC(=CC2CO1)C#N)C=3C=CC(=CC3)F.C(=O)(C(=O)O)O (Escitalopram Oxalate), sodium alginate, C([C@@H]1[C@H]([C@@H]([C@H]([C@H](O1)O[C@]2([C@H]([C@@H]([C@H](O2)CO)O)O)CO)O)O)O)O (sucrose). Run in O (water), OCC(O)CO (glycerol). Yields the product CN(C)CCC[C@@]1(C=2C=CC(=CC2CO1)C#N)C=3C=CC(=CC3)F (Escitalopram). RXN SMILES: C(O)(=O)CC(CC(O)=O)(C(O)=O)O.C(O)[C@H]1O[C@H](O[C@]2(CO)O[C@H](CO)[C@@H](O)[C@@H]2O)[C@H](O)[C@@H](O)[C@@H]1O.COC([C@@H](NC([C@@H](N)CC(O)=O)=O)CC1C=CC=CC=1)=O.[CH3:58][N:59]([CH2:61][CH2:62][CH2:63][C@@:64]1([C:75]2[CH:76]=[CH:77][C:78]([F:81])=[CH:79][CH:80]=2)[O:72][CH2:71][C:70]2[CH:69]=[C:68]([C:73]#[N:74])[CH:67]=[CH:66][C:65]1=2)[CH3:60].C(O)(C(O)=O)=O>O.OCC(CO)O>[CH3:58][N:59]([CH2:61][CH2:62][CH2:63][C@@:64]1([C:75]2[CH:80]=[CH:79][C:78]([F:81])=[CH:77][CH:76]=2)[O:72][CH2:71][C:70]2[CH:69]=[C:68]([C:73]#[N:74])[CH:67]=[CH:66][C:65]1=2)[CH3:60] |f:3.4|. Procedure details: The composition of the formulation and the amounts of the ingredients are shown in the table below. Citric acid was dissolved in 200 ml of distilled water and then sodium alginate (Protanal LF10/60, FMC Biopolymer), glycerol and sucrose were added and dissolved at 60° C. The obtained solution was cooled to ambient temperature and, then, Aspartame, Escitalopram Oxalate and Fantasy flavor were added and dissolved therein. The resulting solution was cast onto casting mold having casting area of 1,1... Starting materials: CC1=C(N=C(N1)C=1C=C(C=CC1)C)CO (5-methyl-2-m-tolyl-4-imidazolemethanol), peach-colored solid. Reagents/catalysts: [O-2].[O-2].[Mn+4] (manganese dioxide). Solvent: C(Cl)Cl (methylene chloride). Conditions: time 20 hour. The product is CC1=C(N=C(N1)C=1C=C(C=CC1)C)C=O (5-Methyl-2-m-tolyl-4-imidazolecarboxaldhyde). As a reaction SMILES: [CH3:1][C:2]1[NH:6][C:5]([C:7]2[CH:8]=[C:9]([CH3:13])[CH:10]=[CH:11][CH:12]=2)=[N:4][C:3]=1[CH2:14][OH:15]>[O-2].[O-2].[Mn+4].C(Cl)Cl>[CH3:1][C:2]1[NH:6][C:5]([C:7]2[CH:8]=[C:9]([CH3:13])[CH:10]=[CH:11][CH:12]=2)=[N:4][C:3]=1[CH:14]=[O:15] |f:1.2.3|. Procedure details: A mixture of 5-methyl-2-m-tolyl-4-imidazolemethanol (13.0 gm., 0.064 mole), activated manganese dioxide (65 gm.) and methylene chloride (200 ml.) is stirred at room temperature for 20 hours. The reaction mixture is then filtered, the solvent removed in vacuo to afford 9.1 gm. (0.045 mole) of peach-colored solid. Starting materials: resultant mixture, ice water, CN1C(=CC=C1)C1=NSC2=C1C=C(C=C2)N2C(NC(=CC2=O)C(F)(F)F)=O (3-[3-(1-methylpyrrol-2-yl)-1,2-benzisothiazol-5-yl]-6-(trifluoromethyl)uracil), C([O-])([O-])=O.[K+].[K+] (potassium carbonate), IC (iodomethane). Run in CN(C=O)C (dimethylformamide). Product: CN1C(=O)N(C(=O)C=C1C(F)(F)F)C=1C=CC2=C(C(=NS2)C=2N(C=CC2)C)C1 (1-Methyl-3-[3-(1-methylpyrrol-2-yl)-1,2-benzisothiazol-5-yl]-6-(trifluoromethyl)uracil). Yield: 21.5%. Reaction SMILES: [CH3:1][N:2]1[CH:6]=[CH:5][CH:4]=[C:3]1[C:7]1[C:11]2[CH:12]=[C:13]([N:16]3[C:21](=[O:22])[CH:20]=[C:19]([C:23]([F:26])([F:25])[F:24])[NH:18][C:17]3=[O:27])[CH:14]=[CH:15][C:10]=2[S:9][N:8]=1.[C:28](=O)([O-])[O-].[K+].[K+].IC>CN(C)C=O>[CH3:28][N:18]1[C:19]([C:23]([F:26])([F:25])[F:24])=[CH:20][C:21](=[O:22])[N:16]([C:13]2[CH:14]=[CH:15][C:10]3[S:9][N:8]=[C:7]([C:3]4[N:2]([CH3:1])[CH:6]=[CH:5][CH:4]=4)[C:11]=3[CH:12]=2)[C:17]1=[O:27] |f:1.2.3|. Procedure details: To a mixture of 3-[3-(1-methylpyrrol-2-yl)-1,2-benzisothiazol-5-yl]-6-(trifluoromethyl)uracil(1.35 g, 3.44 mmol), dry dimethylformamide and potassium carbonate (0.710 g, 5.14 mmol) is added iodomethane (0.730 g, 5.14 mmol). The resultant mixture is stirred overnight at room temperature and poured into ice water. Filtration and drying affords the title compound as a pink foam (0.300 g, 21.4%) which is identified by NMR spectral analysis. Reactants: ClC1=NC(=CC(=C1)Cl)Cl (2,4,6-trichloropyridine), C[O-].[Na+] (sodium methoxide), C(C)(=O)OCC.O (ethyl acetate water). The solvent is CO (methanol). Run at time 12 hour. Yields the product ClC1=NC(=CC(=C1)OC)Cl (2,6-dichloro-4-methoxypyridine). As a reaction SMILES: [Cl:1][C:2]1[CH:7]=[C:6](Cl)[CH:5]=[C:4]([Cl:9])[N:3]=1.C[O-].[Na+].[C:13](OCC)(=[O:15])C.O>CO>[Cl:1][C:2]1[CH:7]=[C:6]([O:15][CH3:13])[CH:5]=[C:4]([Cl:9])[N:3]=1 |f:1.2,3.4|. Reported procedure: To a solution of 2,4,6-trichloropyridine (4.5 g) in methanol was added sodium methoxide (25% in methanol, 6.8 mL) at room temperature. The mixture was stirred for 12 h then poured into ethyl acetate/water and separated. The organic layer was washed with water, brine and dried over magnesium sulfate. Upon evaporating, the residue was purified by crystallization (100% hexanes) to give title compound as solid (3.1 g). Reactants: Cl.CN1CCN(CC1)C1=NC(=NC(=C1)C1=CC=C2CCNCC2=C1)N (4-(4-methylpiperazin-1-yl)-6-(1,2,3,4-tetrahydroisoquinolin-7-yl)pyrimidin-2-amine HCl salt), FC1=CC=C(C#N)C=C1 (4-fluorobenzonitrile), CN1CCOCC1 (4-methylmorpholine). Solvent: CN1C(CCC1)=O (N-methylpyrrolidinone). Conditions: temperature 180 celsius. Product: NC1=NC(=CC(=N1)C1=CC=C2CCN(CC2=C1)C1=CC=C(C#N)C=C1)N1CCN(CC1)C (4-{7-[2-Amino-6-(4-methylpiperazin-1-yl)pyrimidin-4-yl]-3,4-dihydroisoquinolin-2(1H)-yl}benzonitrile). As a reaction SMILES: Cl.[CH3:2][N:3]1[CH2:8][CH2:7][N:6]([C:9]2[CH:14]=[C:13]([C:15]3[CH:24]=[C:23]4[C:18]([CH2:19][CH2:20][NH:21][CH2:22]4)=[CH:17][CH:16]=3)[N:12]=[C:11]([NH2:25])[N:10]=2)[CH2:5][CH2:4]1.F[C:27]1[CH:34]=[CH:33][C:30]([C:31]#[N:32])=[CH:29][CH:28]=1.CN1CCOCC1>CN1CCCC1=O>[NH2:25][C:11]1[N:12]=[C:13]([C:15]2[CH:24]=[C:23]3[C:18]([CH2:19][CH2:20][N:21]([C:27]4[CH:34]=[CH:33][C:30]([C:31]#[N:32])=[CH:29][CH:28]=4)[CH2:22]3)=[CH:17][CH:16]=2)[CH:14]=[C:9]([N:6]2[CH2:5][CH2:4][N:3]([CH3:2])[CH2:8][CH2:7]2)[N:10]=1 |f:0.1|. Procedure: A mixture of 4-(4-methylpiperazin-1-yl)-6-(1,2,3,4-tetrahydroisoquinolin-7-yl)pyrimidin-2-amine HCl salt (17 mg, 0.039 mmol), 4-fluorobenzonitrile (7.1 mg, 0.058 mmol) and 4-methylmorpholine (13 μL, 0.12 mmol) in N-methylpyrrolidinone (0.4 mL) was heated at 180° C. overnight. After cooling, the mixture was filtered, diluted with methanol, and purified by RP-LCMS (pH=10) to afford the desired product. Analytic LCMS (M+H)+: m/z=426.4. Starting materials: O=C([O-])[O-], CS(C)=O, CCOC(C)=O, CC#CCOc1cc(Cl)ncn1, NCC(F)(F)F, [K+], [K+]. Product: CC#CCOc1cc(NCC(F)(F)F)ncn1. RXN SMILES: [C:17](=[O:18])([O-:19])[O-:20].[CH3:1][S:2]([CH3:3])=[O:4].[CH3:29][CH2:30][O:31][C:32](=[O:33])[CH3:34].[Cl:5][c:6]1[n:7][cH:8][n:9][c:10]([O:12][CH2:13][C:14]#[C:15][CH3:16])[cH:11]1.[F:23][C:24]([CH2:25][NH2:26])([F:27])[F:28].[K+:21].[K+:22]>>[c:6]1([NH:26][CH2:25][C:24]([F:23])([F:27])[F:28])[n:7][cH:8][n:9][c:10]([O:12][CH2:13][C:14]#[C:15][CH3:16])[cH:11]1. Reactants: COC(CC(C(=O)O)C)=O (4-methoxy-2-methyl-4-oxobutanoic acid), CN(C)C=O (DMF), C(C(=O)Cl)(=O)Cl (oxalyl dichloride). The solvent is C(Cl)Cl (DCM). Reaction conditions: time 2 hour. Product: COC(CC(C(=O)Cl)C)=O (Methyl-4-chloro-3-methyl-4-oxobutanoate). Yield: 96.0%. As a reaction SMILES: [CH3:1][O:2][C:3](=[O:10])[CH2:4][CH:5]([CH3:9])[C:6](O)=[O:7].CN(C=O)C.C(Cl)(=O)C([Cl:19])=O>C(Cl)Cl>[CH3:1][O:2][C:3](=[O:10])[CH2:4][CH:5]([CH3:9])[C:6]([Cl:19])=[O:7]. Reported procedure: To a solution of 4-methoxy-2-methyl-4-oxobutanoic acid (1.2 g, 8.2 mmol) in oxalyl dichloride (15 mL) and DCM (15 mL) was added DMF (20 mg). The mixture was stirred at room temperature for 2 h. The mixture was concentrated to dryness to give the product as a yellow solid (1.3 g, 96% yield). 1H NMR (400 MHz, CDCl3): δ 3.71 (s, 3H), 3.35-3.30 (m, 1H), 2.87 (d, J=8.0 Hz, 0.5H), 2.82 (d, J=8.0 Hz, 0.5H), 2.56 (d, J=5.6 Hz, 0.5H), 2.52 (d, J=5.6 Hz, 0.5H), 1.37 (d, J=7.2 Hz, 3H). The reactants are FC1=CC=C(C(=O)N(CCCC(=O)O)C(CC(C)(C)C)(C)C)C=C1 (N-(p-fluorobenzoyl)-4-[(1,1,3,3-tetramethylbutyl)amino]butyric acid), N1[C@H](C(=O)OCC)CCC1 (ethyl L-prolinate), [OH-].[K+] (potassium hydroxide). Solvent: C(C)O (ethanol). Reaction conditions: time 12 hour. The product is FC1=CC=C(C(=O)N(CCCC(=O)N2[C@H](C(=O)O)CCC2)C(CC(C)(C)C)(C)C)C=C1 (N-[N-(p-fluorobenzoyl)-4-(1,1,3,3-tetramethylbutylamino)butyryl]-L-proline). As a reaction SMILES: [F:1][C:2]1[CH:24]=[CH:23][C:5]([C:6]([N:8]([C:15]([CH3:22])([CH3:21])[CH2:16][C:17]([CH3:20])([CH3:19])[CH3:18])[CH2:9][CH2:10][CH2:11][C:12](O)=[O:13])=[O:7])=[CH:4][CH:3]=1.[NH:25]1[CH2:34][CH2:33][CH2:32][C@H:26]1[C:27]([O:29]CC)=[O:28].[OH-].[K+]>C(O)C>[F:1][C:2]1[CH:24]=[CH:23][C:5]([C:6]([N:8]([C:15]([CH3:22])([CH3:21])[CH2:16][C:17]([CH3:18])([CH3:19])[CH3:20])[CH2:9][CH2:10][CH2:11][C:12]([N:25]2[CH2:34][CH2:33][CH2:32][C@H:26]2[C:27]([OH:29])=[O:28])=[O:13])=[O:7])=[CH:4][CH:3]=1 |f:2.3|. Procedure details: Analogously to Example 1, by using equivalent quantities, reacting N-(p-fluorobenzoyl)-4-[(1,1,3,3-tetramethylbutyl)amino]butyric acid and ethyl L-prolinate and suitable processing, dissolving the evaporation residue in ethanol, adding an ethanolic solution of potassium hydroxide, stirring for 12 hours at room temperature and further processing yields N-[N-(p-fluorobenzoyl)-4-(1,1,3,3-tetramethylbutylamino)butyryl]-L-proline. The reactants are CC#N, CC(=O)N1CCN(c2ccc3nc(N)c(C#N)c(O)c3c2)CC1, [Na+], [OH-], O=P(Cl)(Cl)Cl. The product is CC(=O)N1CCN(c2ccc3nc(N)c(C#N)c(Cl)c3c2)CC1. RXN SMILES: [CH3:31][C:32]#[N:33].[NH2:1][c:2]1[n:3][c:4]2[cH:5][cH:6][c:7]([N:15]3[CH2:16][CH2:17][N:18]([C:21]([CH3:22])=[O:23])[CH2:19][CH2:20]3)[cH:8][c:9]2[c:10]([OH:14])[c:11]1[C:12]#[N:13].[Na+:30].[OH-:29].[P:24]([Cl:25])([Cl:26])([Cl:27])=[O:28]>>[NH2:1][c:2]1[n:3][c:4]2[cH:5][cH:6][c:7]([N:15]3[CH2:16][CH2:17][N:18]([C:21]([CH3:22])=[O:23])[CH2:19][CH2:20]3)[cH:8][c:9]2[c:10]([Cl:26])[c:11]1[C:12]#[N:13]. The reactants are ice water, ClC1=NC=CC=C1Cl (2,3-dichloropyridine), ClC1=NNC=C1 (3-chloropyrazole), C([O-])([O-])=O.[K+].[K+] (potassium carbonate). Run in CN(C=O)C (N,N-dimethylformamide). Conditions: temperature 100 celsius. Product: ClC=1C(=NC=CC1)N1N=C(C=C1)Cl (3-chloro-2-(3-chloro-1H-pyrazol-1-yl)pyridine). Yield: 29.5%. Reaction SMILES: Cl[C:2]1[C:7]([Cl:8])=[CH:6][CH:5]=[CH:4][N:3]=1.[Cl:9][C:10]1[CH:14]=[CH:13][NH:12][N:11]=1.C(=O)([O-])[O-].[K+].[K+]>CN(C)C=O>[Cl:8][C:7]1[C:2]([N:12]2[CH:13]=[CH:14][C:10]([Cl:9])=[N:11]2)=[N:3][CH:4]=[CH:5][CH:6]=1 |f:2.3.4|. Procedure details: To a mixture of 2,3-dichloropyridine (92.60 g, 0.629 mol) and 3-chloropyrazole (64.44 g, 0.629 mol) in N,N-dimethylformamide (400 mL) was added potassium carbonate (147.78 g, 1.06 mol), and the reaction mixture was then heated to 100° C. for 36 hours. The reaction mixture was cooled to room temperature and slowly poured into ice water. The precipitated solids were filtered and washed with water. The solid filter cake was taken up in ethyl acetate, dried over magnesium sulfate and concentrated. T...